Dataset: the Open Reaction Database (ORD), a public repository of structured organic reaction records. Task: describe an organic reaction: reactants, conditions, products, and yield Reactants: FC1=CC=C(N)C=C1 (4-fluoroaniline), C(C)OC1N(C2=CC=CC=C2C=C1)C(=O)OCC (2-ethyoxy-1-ethoxycarbonyl-1,2-dihydroquinoline), BrC1=NC=C(C(=O)Cl)C=C1 (6-bromonicotinoyl chloride). Solvent: hexanes, C(Cl)(Cl)Cl (chloroform). Conditions: time 12 hour. The product is BrC1=NC=C(C(=O)NC2=CC=C(C=C2)F)C=C1 (6-Bromo-N-(4-Fluorophenyl)Nicotinamide). Isolated yield 71.8%. As a reaction SMILES: [Br:1][C:2]1[CH:10]=[CH:9][C:5]([C:6](Cl)=[O:7])=[CH:4][N:3]=1.[F:11][C:12]1[CH:18]=[CH:17][C:15]([NH2:16])=[CH:14][CH:13]=1.C(OC1C=CC2C(=CC=CC=2)N1C(OCC)=O)C>C(Cl)(Cl)Cl>[Br:1][C:2]1[CH:10]=[CH:9][C:5]([C:6]([NH:16][C:15]2[CH:17]=[CH:18][C:12]([F:11])=[CH:13][CH:14]=2)=[O:7])=[CH:4][N:3]=1. Procedure: To a suspension of 6-bromonicotinoyl chloride (0.5 g, 2.5 mmol) in dry chloroform (10 mL) was added 4-fluoroaniline (0.33 mL, 3.5 mmol) and 2-ethyoxy-1-ethoxycarbonyl-1,2-dihydroquinoline, (0.85 g, 3.5 mmol). The mixture was stirred for 12 h, diluted with hexanes and the solids isolated by filtration. Purification by trituration using ethyl acetate/hexanes gave 0.53 g (73%) of the desired product as a white solid. 1H NMR (300 MHz, DMSO-d6) δ 10.51 (s, 1H), 8.87 (m, 1H), 8.20 (m, 1H), 7.82 (m, 1H... Starting materials: N=1N=C(N2C1C=CC=C2)C2=NC1=C(C=CC=C1C=C2)OCC(CNC(OC(C)(C)C)=O)(C)C (tert-butyl 3-(2-([1,2,4]triazolo[4,3-a]pyridin-3-yl)quinolin-8-yloxy)-2,2-dimethylpropylcarbamate), [H-].[Na+] (NaH), [NH4+].[Cl-] (NH4Cl), C(C)I (ethyl iodide). The solvent is CN(C)C=O (DMF). Conditions: time 20 minute. Product: N=1N=C(N2C1C=CC=C2)C2=NC1=C(C=CC=C1C=C2)OCC(CN(C(OC(C)(C)C)=O)CC)(C)C (tert-butyl 3-(2-([1,2,4]triazolo[4,3-a]pyridin-3-yl)quinolin-8-yloxy)-2,2-dimethylpropyl(ethyl)carbamate). The yield is 86.0%. RXN SMILES: [N:1]1[N:2]=[C:3]([C:10]2[CH:19]=[CH:18][C:17]3[C:12](=[C:13]([O:20][CH2:21][C:22]([CH3:33])([CH3:32])[CH2:23][NH:24][C:25](=[O:31])[O:26][C:27]([CH3:30])([CH3:29])[CH3:28])[CH:14]=[CH:15][CH:16]=3)[N:11]=2)[N:4]2[CH:9]=[CH:8][CH:7]=[CH:6][C:5]=12.[H-].[Na+].[CH2:36](I)[CH3:37].[NH4+].[Cl-]>CN(C=O)C>[N:1]1[N:2]=[C:3]([C:10]2[CH:19]=[CH:18][C:17]3[C:12](=[C:13]([O:20][CH2:21][C:22]([CH3:33])([CH3:32])[CH2:23][N:24]([CH2:36][CH3:37])[C:25](=[O:31])[O:26][C:27]([CH3:28])([CH3:30])[CH3:29])[CH:14]=[CH:15][CH:16]=3)[N:11]=2)[N:4]2[CH:9]=[CH:8][CH:7]=[CH:6][C:5]=12 |f:1.2,4.5|. Reported procedure: To a solution of tert-butyl 3-(2-([1,2,4]triazolo[4,3-a]pyridin-3-yl)quinolin-8-yloxy)-2,2-dimethylpropylcarbamate (50 mg, 0.11 mmol) in anhydrous DMF (2 mL) was added NaH (7 mg, 60%, 0.17 mmol). After stirring at ambient temperature for 20 min, ethyl iodide (27 μL, 0.34 mmol) was added and the mixture stirred for a further 5 hrs. The mixture was treated with saturated NH4Cl (20 mL) and extracted with EtOAc (3×10 mL). The combined organic phases were washed with water and brine and concentrated ... Starting materials: Cl(=O)[O-].[Na+] (sodium chlorite), Cl (hydrochloric acid), FC1=CC(=NC=C1OCOC)C=O (4-fluoro-5-(methoxymethoxy)pyridine-2-carbaldehyde), P(=O)(O)(O)[O-].[Na+] (sodium dihydrogen phosphate), CC(C)=CC (2-methyl-2-butene), C(C)(C)(C)O (tert-butanol). Solvent: O (water). Run at time 2.5 hour. Yields the product FC1=CC(=NC=C1OCOC)C(=O)OC (methyl 4-fluoro-5-(methoxymethoxy)pyridine-2-carboxylate). Reaction SMILES: [F:1][C:2]1[C:7]([O:8][CH2:9][O:10][CH3:11])=[CH:6][N:5]=[C:4]([CH:12]=[O:13])[CH:3]=1.P([O-])(O)(O)=O.[Na+].CC(=CC)C.Cl([O-])=O.[Na+].Cl.[C:30]([OH:34])(C)(C)C>O>[F:1][C:2]1[C:7]([O:8][CH2:9][O:10][CH3:11])=[CH:6][N:5]=[C:4]([C:12]([O:34][CH3:30])=[O:13])[CH:3]=1 |f:1.2,4.5|. Procedure: To a mixture of 4-fluoro-5-(methoxymethoxy)pyridine-2-carbaldehyde (2.43 g), sodium dihydrogen phosphate (4.72 g), 2-methyl-2-butene (7.32 mL), water (4 mL) and tert-butanol (20 mL) was added sodium chlorite (2.23 g), and the mixture was stirred at room temperature for 2.5 hr. The reaction mixture was acidified with 1N hydrochloric acid, and the mixture was extracted with ethyl acetate. The obtained organic layer was washed with saturated brine, and dried over anhydrous magnesium sulfate, and th... Reactants: CCCCCCCCCCCCOCC1CN(c2cc3c(cc2F)c(=O)c(C(=O)O)cn3CC)CCN1, C=O, O=CO. Yields the product CCCCCCCCCCCCOCC1CN(c2cc3c(cc2F)c(=O)c(C(=O)O)cn3CC)CCN1C. Reaction SMILES: [CH2:1]([CH2:2][CH2:3][CH2:4][CH2:5][CH2:6][CH2:7][CH2:8][CH2:9][CH2:10][CH2:11][CH3:12])[O:13][CH2:14][CH:15]1[CH2:16][N:17]([c:21]2[c:22]([F:37])[cH:23][c:24]3[c:25](=[O:36])[c:26]([C:33](=[O:34])[OH:35])[cH:27][n:28]([CH2:31][CH3:32])[c:29]3[cH:30]2)[CH2:18][CH2:19][NH:20]1.[CH2:38]=[O:39].[CH:40]([OH:41])=[O:42]>>[CH2:1]([CH2:2][CH2:3][CH2:4][CH2:5][CH2:6][CH2:7][CH2:8][CH2:9][CH2:10][CH2:11][CH3:12])[O:13][CH2:14][CH:15]1[CH2:16][N:17]([c:21]2[c:22]([F:37])[cH:23][c:24]3[c:25](=[O:36])[c:26]([C:33](=[O:34])[OH:35])[cH:27][n:28]([CH2:31][CH3:32])[c:29]3[cH:30]2)[CH2:18][CH2:19][N:20]1[CH3:38]. The reactants are C1(=CC=CC=C1)OC=1C=C(C(=O)C2=CC=C(C=C2)OC)C=C(C1)OC1=CC=CC=C1 (3,5-diphenyloxy-4′-methoxybenzophenone). The solvent is Br (hydrobromic acid), Br (hydrobromic acid), Br (hydrobromic acid), Br (hydrobromic acid). Run at time 4 hour. The product is C1(=CC=CC=C1)OC=1C=C(C(=O)C2=CC=C(C=C2)O)C=C(C1)OC1=CC=CC=C1 (3,5-diphenyloxy-4′-hydroxybenzophenone). RXN SMILES: [C:1]1([O:7][C:8]2[CH:9]=[C:10]([CH:21]=[C:22]([O:24][C:25]3[CH:30]=[CH:29][CH:28]=[CH:27][CH:26]=3)[CH:23]=2)[C:11]([C:13]2[CH:18]=[CH:17][C:16]([O:19]C)=[CH:15][CH:14]=2)=[O:12])[CH:6]=[CH:5][CH:4]=[CH:3][CH:2]=1>Br>[C:25]1([O:24][C:22]2[CH:21]=[C:10]([CH:9]=[C:8]([O:7][C:1]3[CH:6]=[CH:5][CH:4]=[CH:3][CH:2]=3)[CH:23]=2)[C:11]([C:13]2[CH:18]=[CH:17][C:16]([OH:19])=[CH:15][CH:14]=2)=[O:12])[CH:30]=[CH:29][CH:28]=[CH:27][CH:26]=1. Reported procedure: 14.90 g (0.038 mole) of 3,5-diphenyloxy-4′-methoxybenzophenone are dissolved under argon in a mixture of 60 ml of hydrobromic acid (48% in water) and 120 ml of hydrobromic acid (33% solution in acetic acid). The mixture is stirred for 4 hours under reflux. A further 100 ml of hydrobromic acid (330/solution in acetic acid) and 50 ml of hydrobromic acid (48% in water) are added to the reaction solution. The reaction mixture is stirred for a further 6 hours under reflux. The reaction mixture is the... RXN SMILES: [NH2:1][C:2]1[N:3]=[C:4]([CH:11]2[CH2:16][CH2:15][CH2:14][CH2:13][CH2:12]2)[NH:5][C:6](=[O:10])[C:7]=1[N:8]=O.S(S([O-])=O)([O-])=O.[Na+].[Na+]>O>[NH2:1][C:2]1[N:3]=[C:4]([CH:11]2[CH2:16][CH2:15][CH2:14][CH2:13][CH2:12]2)[NH:5][C:6](=[O:10])[C:7]=1[NH2:8] |f:1.2.3|. The solvent is O (water). Reported procedure: To water (50 ml.), stirred at 70° C, were added in alternate portions 4-amino-2-cyclohexyl-5-nitrosopyrimid-6-one (25 g.) and sodium dithionite until the blue colour was discharged. The pale yellow solid was filtered off and washed with water to give 4,5-diamino-2-cyclohexylpyrimid-6-one (19 g.), m.p. 232-238° C. (with decomposition). Yields the product NC=1N=C(NC(C1N)=O)C1CCCCC1 (4,5-diamino-2-cyclohexylpyrimid-6-one). The yield is 81.1%. The reactants are NC=1N=C(NC(C1N=O)=O)C1CCCCC1 (4-amino-2-cyclohexyl-5-nitrosopyrimid-6-one), S(=O)([O-])S(=O)[O-].[Na+].[Na+] (sodium dithionite). RXN SMILES: [C:42]([BH3-:43])#[N:44].[CH3:35][NH:36][CH3:37].[CH3:38][C:39](=[O:40])[OH:41].[CH3:46][OH:47].[CH:1]1([NH:6][c:7]2[c:8]([CH3:34])[c:9]([C:21](=[O:22])[NH:23][CH2:24][c:25]3[c:26](=[O:33])[nH:27][c:28]([CH3:32])[cH:29][c:30]3[CH3:31])[cH:10][c:11](-[c:13]3[cH:14][cH:15][c:16]([CH:19]=[O:20])[cH:17][cH:18]3)[cH:12]2)[CH2:2][CH2:3][CH2:4][CH2:5]1.[Na+:45]>>[CH:1]1([NH:6][c:7]2[c:8]([CH3:34])[c:9]([C:21](=[O:22])[NH:23][CH2:24][c:25]3[c:26](=[O:33])[nH:27][c:28]([CH3:32])[cH:29][c:30]3[CH3:31])[cH:10][c:11](-[c:13]3[cH:14][cH:15][c:16]([CH2:19][N:36]([CH3:35])[CH3:37])[cH:17][cH:18]3)[cH:12]2)[CH2:2][CH2:3][CH2:4][CH2:5]1. The product is Cc1cc(C)c(CNC(=O)c2cc(-c3ccc(CN(C)C)cc3)cc(NC3CCCC3)c2C)c(=O)[nH]1. Starting materials: [BH3-]C#N, CNC, CC(=O)O, CO, Cc1cc(C)c(CNC(=O)c2cc(-c3ccc(C=O)cc3)cc(NC3CCCC3)c2C)c(=O)[nH]1, [Na+].